Dataset: the Open Reaction Database (ORD), a public repository of structured organic reaction records. Task: describe an organic reaction: reactants, conditions, products, and yield Procedure: The title compound was prepared from 4-amino-3-chlorobenzonitrile via 2-mercapto-1,3-benzothiazole-6-carbonitrile as described for 2,5-dichloro-1,3-benzothiazole except that in the first step the reaction mixture was heated to 120° C. for 12 h. As a reaction SMILES: [NH2:1][C:2]1[CH:9]=[CH:8][C:5]([C:6]#[N:7])=[CH:4][C:3]=1Cl.SC1SC2C=C(C#N)C=CC=2N=1.[Cl:23][C:24]1[S:25]C2C=CC(Cl)=CC=2N=1>>[Cl:23][C:24]1[S:25][C:3]2[CH:4]=[C:5]([C:6]#[N:7])[CH:8]=[CH:9][C:2]=2[N:1]=1. Conditions: temperature 120 celsius. Yields the product ClC=1SC2=C(N1)C=CC(=C2)C#N (2-Chloro-1,3-benzothiazole-6-carbonitrile). Reactants: NC1=C(C=C(C#N)C=C1)Cl (4-amino-3-chlorobenzonitrile), SC=1SC2=C(N1)C=CC(=C2)C#N (2-mercapto-1,3-benzothiazole-6-carbonitrile), ClC=1SC2=C(N1)C=C(C=C2)Cl (2,5-dichloro-1,3-benzothiazole). Reactants: O (water), FC1=CC2=C(NC(CO2)=O)C=C1C=1C(N(C(=CC1)C(F)(F)F)C)=O (3-(7-fluoro-2,3-dihydro-1,4-benzoxazin-3-on-6-yl)-1-methyl-6-trifluoromethyl-2(1H)-pyridone), C(C#C)Br (propargyl bromide), [H-].[Na+] (sodium hydride). The solvent is CN(C)C=O (DMF). Run at time 15 minute. Product: FC1=CC2=C(N(C(CO2)=O)CC#C)C=C1C=1C(N(C(=CC1)C(F)(F)F)C)=O (3-[7-fluoro-2,3-dihydro-4-(2-propynyl)-1,4-benzoxazin-3-on-6-yl]-1-methyl-6-trifluoromethyl-2(1H)-pyridone). Isolated yield 72.5%. RXN SMILES: [F:1][C:2]1[C:12]([C:13]2[C:14](=[O:24])[N:15]([CH3:23])[C:16]([C:19]([F:22])([F:21])[F:20])=[CH:17][CH:18]=2)=[CH:11][C:5]2[NH:6][C:7](=[O:10])[CH2:8][O:9][C:4]=2[CH:3]=1.[H-].[Na+].[CH2:27](Br)[C:28]#[CH:29].O>CN(C=O)C>[F:1][C:2]1[C:12]([C:13]2[C:14](=[O:24])[N:15]([CH3:23])[C:16]([C:19]([F:20])([F:21])[F:22])=[CH:17][CH:18]=2)=[CH:11][C:5]2[N:6]([CH2:29][C:28]#[CH:27])[C:7](=[O:10])[CH2:8][O:9][C:4]=2[CH:3]=1 |f:1.2|. Procedure: 0.3 g (0.87 mmol) of 3-(7-fluoro-2,3-dihydro-1,4-benzoxazin-3-on-6-yl)-1-methyl-6-trifluoromethyl-2(1H)-pyridone was dissolved in 1 ml of DMF, and 0.04 g (1 mmol) of 60% sodium hydride was added under cooling with ice, followed by stirring at room temperature for 15 minutes. Then, 0.12 g (1 mmol) of propargyl bromide was added thereto. The mixture was stirred at room temperature for 3 hours, then poured into water and extracted with ethyl acetate. After washing with water, the organic layer was ...